Dataset: the Open Reaction Database (ORD), a public repository of structured organic reaction records. Task: describe an organic reaction: reactants, conditions, products, and yield The reactants are CCOC(=O)Cc1ccc(OC)c(Oc2ccc(C(F)(F)F)cc2C=O)c1, NCc1ccccc1. Yields the product CCOC(=O)Cc1ccc(OC)c(Oc2ccc(C(F)(F)F)cc2CNCc2ccccc2)c1. As a reaction SMILES: [CH2:1]([CH3:2])[O:3][C:4]([CH2:5][c:6]1[cH:7][c:8]([O:14][c:15]2[c:16]([CH:25]=[O:26])[cH:17][c:18]([C:21]([F:22])([F:23])[F:24])[cH:19][cH:20]2)[c:9]([O:12][CH3:13])[cH:10][cH:11]1)=[O:27].[NH2:28][CH2:29][c:30]1[cH:31][cH:32][cH:33][cH:34][cH:35]1>>[CH2:1]([CH3:2])[O:3][C:4]([CH2:5][c:6]1[cH:7][c:8]([O:14][c:15]2[c:16]([CH2:25][NH:28][CH2:29][c:30]3[cH:31][cH:32][cH:33][cH:34][cH:35]3)[cH:17][c:18]([C:21]([F:22])([F:23])[F:24])[cH:19][cH:20]2)[c:9]([O:12][CH3:13])[cH:10][cH:11]1)=[O:27]. Starting materials: ClCC(=O)N1C2=C(N(C([C@@H]3[C@H]1CCC3)=O)CC3=CC=C(C=C3)NC(=O)NCCC3=CC=CC=C3)C=CC=C2 ((3aR*,10aS*)-4-(chloroacetyl)-9-[4-[3-(2-phenylethyl)ureido]benzyl]-2,3,3a,4,9,10a-hexahydrobenzo[b]cyclopenta[e][1,4]diazepin-10(1H)-one), C1(C=2C(C(N1)=O)=CC=CC2)=O.[K] (potassium phthalimide). The solvent is C(C)(=O)OCC (ethyl acetate), O (water), CN(C)C=O (DMF). Reaction conditions: time 24 hour. Product: C1(=CC=CC=C1)CCNC(NC1=CC=C(CN2C3=C(N([C@H]4[C@@H](C2=O)CCC4)C(CN4C(C=2C(C4=O)=CC=CC2)=O)=O)C=CC=C3)C=C1)=O ((3aR*,10aS*)-9-[4-[3-(2-Phenylethyl)ureido]benzyl]-4-(phthalimidoacetyl)-2,3,3a,4,9,10a-hexahydrobenzo[b]-cyclopenta[e][1,4]diazepin-10(1H)-one). Isolated yield 23.4%. RXN SMILES: Cl[CH2:2][C:3]([N:5]1[C@@H:11]2[CH2:12][CH2:13][CH2:14][C@@H:10]2[C:9](=[O:15])[N:8]([CH2:16][C:17]2[CH:22]=[CH:21][C:20]([NH:23][C:24]([NH:26][CH2:27][CH2:28][C:29]3[CH:34]=[CH:33][CH:32]=[CH:31][CH:30]=3)=[O:25])=[CH:19][CH:18]=2)[C:7]2[CH:35]=[CH:36][CH:37]=[CH:38][C:6]1=2)=[O:4].[C:39]1(=[O:49])[NH:43][C:42](=[O:44])[C:41]2=[CH:45][CH:46]=[CH:47][CH:48]=[C:40]12.[K]>CN(C=O)C.C(OCC)(=O)C.O>[C:29]1([CH2:28][CH2:27][NH:26][C:24](=[O:25])[NH:23][C:20]2[CH:19]=[CH:18][C:17]([CH2:16][N:8]3[C:9](=[O:15])[C@H:10]4[CH2:14][CH2:13][CH2:12][C@H:11]4[N:5]([C:3](=[O:4])[CH2:2][N:43]4[C:42](=[O:44])[C:41]5=[CH:45][CH:46]=[CH:47][CH:48]=[C:40]5[C:39]4=[O:49])[C:6]4[CH:38]=[CH:37][CH:36]=[CH:35][C:7]3=4)=[CH:22][CH:21]=2)[CH:34]=[CH:33][CH:32]=[CH:31][CH:30]=1 |f:1.2,^1:49|. Procedure: To a solution of (3aR*,10aS*)-4-(chloroacetyl)-9-[4-[3-(2-phenylethyl)ureido]benzyl]-2,3,3a,4,9,10a-hexahydrobenzo[b]cyclopenta[e][1,4]diazepin-10(1H)-one (53 mg, 0.1 mmol) in DMF (1 mL) was added potassium phthalimide (20 mg, 0.11 mmol) and the mixture was stirred at room temperature for 24 hours. This reaction mixture was diluted with ethyl acetate and water and the aqueous layer was extracted with ethyl acetate. The pooled organic layer was washed with water and saturated aqueous NaCl solutio... The reactants are O=N[O-], Cc1cc(I)c(C)nc1N, [Na+], O, O=S(=O)(O)O. Yields the product Cc1[nH]c(=O)c(C)cc1I. RXN SMILES: [N:11](=[O:12])[O-:13].[NH2:1][c:2]1[n:3][c:4]([CH3:10])[c:5]([I:9])[cH:6][c:7]1[CH3:8].[Na+:14].[OH2:20].[S:15](=[O:16])(=[O:17])([OH:18])[OH:19]>>[c:2]1(=[O:12])[nH:3][c:4]([CH3:10])[c:5]([I:9])[cH:6][c:7]1[CH3:8]. Starting materials: N#Cc1ccc(C(=O)N2CCc3c([nH]c4ccccc34)C2)cc1, N#Cc1cccc(CBr)c1, CC(C)(C)[O-], CC(=O)O, CN(C)C=O, [K+]. Yields the product N#Cc1ccc(C(=O)N2CCc3c(n(Cc4cccc(C#N)c4)c4ccccc34)C2)cc1. As a reaction SMILES: [C:1](#[N:2])[c:3]1[cH:4][cH:5][c:6]([C:7](=[O:8])[N:9]2[CH2:10][c:11]3[nH:12][c:13]4[cH:14][cH:15][cH:16][cH:17][c:18]4[c:19]3[CH2:20][CH2:21]2)[cH:22][cH:23]1.[C:30](#[N:31])[c:32]1[cH:33][c:34]([CH2:35][Br:36])[cH:37][cH:38][cH:39]1.[CH3:24][C:25]([CH3:26])([O-:27])[CH3:28].[CH3:40][C:41](=[O:42])[OH:43].[CH3:44][N:45]([CH3:46])[CH:47]=[O:48].[K+:29]>>[C:1](#[N:2])[c:3]1[cH:4][cH:5][c:6]([C:7](=[O:8])[N:9]2[CH2:10][c:11]3[n:12]([CH2:35][c:34]4[cH:33][c:32]([C:30]#[N:31])[cH:39][cH:38][cH:37]4)[c:13]4[cH:14][cH:15][cH:16][cH:17][c:18]4[c:19]3[CH2:20][CH2:21]2)[cH:22][cH:23]1. Reaction SMILES: C([Li])CCC.Br[C:7]1[CH:8]=[C:9]2[C:13](=[CH:14][CH:15]=1)[N:12]([Si:16]([CH:23]([CH3:25])[CH3:24])([CH:20]([CH3:22])[CH3:21])[CH:17]([CH3:19])[CH3:18])[CH:11]=[C:10]2[CH2:26][C@H:27]1[CH2:31][CH2:30][CH2:29][N:28]1[CH3:32].[CH2:33]([Sn:37](Cl)([CH2:42][CH2:43][CH2:44][CH3:45])[CH2:38][CH2:39][CH2:40][CH3:41])[CH2:34][CH2:35][CH3:36].O>O1CCCC1>[CH3:32][N:28]1[CH2:29][CH2:30][CH2:31][C@@H:27]1[CH2:26][C:10]1[C:9]2[C:13](=[CH:14][CH:15]=[C:7]([Sn:37]([CH2:38][CH2:39][CH2:40][CH3:41])([CH2:42][CH2:43][CH2:44][CH3:45])[CH2:33][CH2:34][CH2:35][CH3:36])[CH:8]=2)[N:12]([Si:16]([CH:17]([CH3:19])[CH3:18])([CH:20]([CH3:22])[CH3:21])[CH:23]([CH3:25])[CH3:24])[CH:11]=1. Run in hexanes, O1CCCC1 (tetrahydrofuran). Run at temperature -70 celsius, time 20 minute. Procedure details: n-ButylLithium (7.80 ml of a 2.5M solution in hexanes, 19.49 ml) was added dropwise to a solution of 5-bromo-3-(1-methylpyrrolidin-2(R)-ylmethyl)-1-triisopropylsilylindole (6.28 g, 13.97 mmol) (Preparation 58) in tetrahydrofuran (430 ml) at -78° C. The reaction was then stirred at -70° C. for 1/2 hour whereupon tri-n-butylstannylchloride (3.97 ml, 4.64 mmol) was added and the reaction stirred at -70° C. for 20 minutes. The reaction was then warmed to room temperature and 14.4 ml of water was add... Yields the product CN1[C@H](CCC1)CC1=CN(C2=CC=C(C=C12)[Sn](CCCC)(CCCC)CCCC)[Si](C(C)C)(C(C)C)C(C)C (3-(1-methylpyrrolidin-2(R)-ylmethyl)-5-(tri-n-butylstannyl)-1-triisopropylsilylindole). Reactants: C(CCC)[Li] (n-ButylLithium), solution, BrC=1C=C2C(=CN(C2=CC1)[Si](C(C)C)(C(C)C)C(C)C)C[C@@H]1N(CCC1)C (5-bromo-3-(1-methylpyrrolidin-2(R)-ylmethyl)-1-triisopropylsilylindole), C(CCC)[Sn](CCCC)(CCCC)Cl (tri-n-butylstannylchloride), O (water). Starting materials: Cc1ccc2cc(C(=O)O)ccc2n1, NC1CCc2ccccc21. The reagents and catalysts are C1CCC(CC1)N=C=NC2CCCCC2 (DCC), CCN(C(C)C)C(C)C (DIPEA), C1(=C(C(=C(C(=C1F)F)F)F)F)O (Pentafluorophenol). Solvent: CN(C)C=O (DMF), CN(C)C=O (DMF), CN(C)C=O (DMF), CN(C)C=O (DMF), CN(C)C=O (DMF), CN(C)C=O (DMF). Run at temperature 25 celsius, time 2 hour. The product is Cc1ccc2cc(C(=O)NC3CCc4ccccc43)ccc2n1. The yield is 49.9%. Reaction SMILES: NC1CCc2ccccc21.Cc1ccc2cc(C(=O)O)ccc2n1.C1CCC(CC1)N=C=NC2CCCCC2.C1(=C(C(=C(C(=C1F)F)F)F)F)O.CCN(C(C)C)C(C)C.CN(C)C=O>>Cc1ccc2cc(C(=O)NC3CCc4ccccc43)ccc2n1. The reactants are O=C1C[C@@H](CC1)C=1C=C(OCC(=O)OCC)C=C(C1)C(F)(F)F (ethyl 2-[3-[(1R)-3-oxocyclopentyl]-5-(trifluoromethyl)phenoxy]acetate), amine, esters, ketone, Cl.FC1=C(C=C(C=C1)[C@@H](C)N)OC ((R)-1-(4-fluoro-3-methoxyphenyl)-ethylamine hydrochloride). Product: FC1=C(C=C(C=C1)[C@@H](C)NC1C[C@@H](CC1)C=1C=C(OCC(=O)O)C=C(C1)C(F)(F)F)OC (2-[3-[(1R)-3-[[(1R)-1-(4-fluoro-3-methoxy-phenyl)ethyl]amino]-cyclopentyl]-5-(trifluoromethyl)phenoxy]acetic acid). Reaction SMILES: O=[C:2]1[CH2:6][CH2:5][C@@H:4]([C:7]2[CH:8]=[C:9]([CH:17]=[C:18]([C:20]([F:23])([F:22])[F:21])[CH:19]=2)[O:10][CH2:11][C:12]([O:14]CC)=[O:13])[CH2:3]1.Cl.[F:25][C:26]1[CH:31]=[CH:30][C:29]([C@H:32]([NH2:34])[CH3:33])=[CH:28][C:27]=1[O:35][CH3:36]>>[F:25][C:26]1[CH:31]=[CH:30][C:29]([C@H:32]([NH:34][CH:6]2[CH2:2][CH2:3][C@@H:4]([C:7]3[CH:8]=[C:9]([CH:17]=[C:18]([C:20]([F:21])([F:22])[F:23])[CH:19]=3)[O:10][CH2:11][C:12]([OH:14])=[O:13])[CH2:5]2)[CH3:33])=[CH:28][C:27]=1[O:35][CH3:36] |f:1.2|. Procedure details: General procedure A was followed using ethyl 2-[3-[(1R)-3-oxocyclopentyl]-5-(trifluoromethyl)phenoxy]acetate as the ketone and (R)-1-(4-fluoro-3-methoxyphenyl)-ethylamine hydrochloride as the amine. The resulting mixture of isomeric esters was purified and separated by flash chromatography (gradient of 0-80% EtOAc in heptane containing 2.5% NEt3). The faster eluting peak was isolated and subjected to hydrolysis following general procedure B to afford the title compound. 1H NMR (300 MHz, DMSO) δ ... The reactants are CCc1nc(NC2c3ccccc3CC2O)c(CC)nc1Br, CCc1cnc(CC)c(NC2CN(C(=O)OC)CC2OCCF)n1. Yields the product CCc1nc(NC2CN(C(=O)OC)CC2OCCF)c(CC)nc1Br. Reaction SMILES: [Br:1][c:2]1[n:3][c:4]([CH2:5][CH3:6])[c:7]([NH:8][CH:9]2[c:10]3[c:11]([cH:12][cH:13][cH:14][cH:15]3)[CH2:16][CH:17]2[OH:18])[n:19][c:20]1[CH2:21][CH3:22].[CH2:23]([CH3:24])[c:25]1[c:26]([NH:33][CH:34]2[CH2:35][N:36]([C:43](=[O:44])[O:45][CH3:46])[CH2:37][CH:38]2[O:39][CH2:40][CH2:41][F:42])[n:27][c:28]([CH2:31][CH3:32])[cH:29][n:30]1>>[Br:1][c:29]1[c:28]([CH2:31][CH3:32])[n:27][c:26]([NH:33][CH:34]2[CH2:35][N:36]([C:43](=[O:44])[O:45][CH3:46])[CH2:37][CH:38]2[O:39][CH2:40][CH2:41][F:42])[c:25]([CH2:23][CH3:24])[n:30]1. Reactants: C(C)OC(=O)C1(OC2=C(O1)C=CC(=C2)CC(C)NCC(O)C2=CC(=CC=C2)Cl)C(=O)OCC (5-{2-[2-(3-chloro-phenyl)-2-hydroxy-ethylamino]-propyl}-benzo[1,3]dioxole-2,2-dicarboxylic acid bis-ethyl ester), C(C1=CC=CC=C1)N (benzylamine). Solvent: C(C)O (ethanol). Product: C1(=CC=CC=C1)CN(C(=O)C1(OC2=C(O1)C=CC(=C2)CC(C)NCC(O)C2=CC(=CC=C2)Cl)C(=O)O)CC2=CC=CC=C2 (5-{2-[2-(3-Chloro-phenyl)-2-hydroxy-ethylamino]-propyl}-benzo[1,3]dioxole-2,2-dicarboxylic acid bis-phenylmethyl amide). As a reaction SMILES: C(O[C:4]([C:6]1([C:29]([O:31]CC)=[O:30])[O:10][C:9]2[CH:11]=[CH:12][C:13]([CH2:15][CH:16]([NH:18][CH2:19][CH:20]([C:22]3[CH:27]=[CH:26][CH:25]=[C:24]([Cl:28])[CH:23]=3)[OH:21])[CH3:17])=[CH:14][C:8]=2[O:7]1)=[O:5])C.[CH2:34]([NH2:41])[C:35]1[CH:40]=[CH:39][CH:38]=[CH:37][CH:36]=1>C(O)C>[C:35]1([CH2:34][N:41]([CH2:15][C:13]2[CH:14]=[CH:8][CH:9]=[CH:11][CH:12]=2)[C:4]([C:6]2([C:29]([OH:31])=[O:30])[O:10][C:9]3[CH:11]=[CH:12][C:13]([CH2:15][CH:16]([NH:18][CH2:19][CH:20]([C:22]4[CH:27]=[CH:26][CH:25]=[C:24]([Cl:28])[CH:23]=4)[OH:21])[CH3:17])=[CH:14][C:8]=3[O:7]2)=[O:5])[CH:40]=[CH:39][CH:38]=[CH:37][CH:36]=1. Procedure: A mixture of 5-{2-[2-(3-chloro-phenyl)-2-hydroxy-ethylamino]-propyl}-benzo[1,3]dioxole-2,2-dicarboxylic acid bis-ethyl ester (2.4 g, 5 mmol) and benzylamine (10 mL, excess) was refluxed in ethanol for 48 h. The reaction mixture was concentrated and the residue obtained was extracted with chloroform:methanol (3:1). It was washed with water and dried over anhydrous MgSO4. The organic layer was filtered and concentrated. The residue obtained was chromatographed over silica gel eluted with 9:1 chlor... Reactants: Cc1ccccc1O, Cc1cc(Nc2cc3ccccc3c(Cl)n2)n[nH]1. Product: Cc1cc(Nc2cc3ccccc3c(Oc3ccccc3C)n2)n[nH]1. Reaction SMILES: [CH3:1][c:2]1[c:3]([OH:8])[cH:4][cH:5][cH:6][cH:7]1.[Cl:9][c:10]1[n:11][c:12]([NH:20][c:21]2[n:22][nH:23][c:24]([CH3:26])[cH:25]2)[cH:13][c:14]2[cH:15][cH:16][cH:17][cH:18][c:19]12>>[CH3:1][c:2]1[c:3]([O:8][c:10]2[n:11][c:12]([NH:20][c:21]3[n:22][nH:23][c:24]([CH3:26])[cH:25]3)[cH:13][c:14]3[cH:15][cH:16][cH:17][cH:18][c:19]23)[cH:4][cH:5][cH:6][cH:7]1.